From a dataset of the Open Reaction Database (ORD), a public repository of structured organic reaction records. describe an organic reaction: reactants, conditions, products, and yield Starting materials: ClC1=C(C=C(C(=O)NC2=CC=C(C(=O)O)C=C2)C=C1)NS(=O)(=O)C1=CC(=C(C=C1)Cl)Cl (4-[4-Chloro-3-(3,4-dichloro-benzenesulfonylamino)-benzoylamino]-benzoic acid), ClC=1C=C(C=CC1Cl)S(=O)(=O)Cl (3,4-dichloro-benzenesulfonyl chloride). The product is C(C)OC(C1=CC=C(C=C1)NC(C1=CC(=C(C=C1)Cl)NS(=O)(=O)C1=CC(=C(C=C1)Cl)Cl)=O)=O (4-[4-chloro-3-(3,4-dichloro-benzenesulfonylamino)-benzoylamino]-benzoic acid ethyl ester). RXN SMILES: [Cl:1][C:2]1[CH:19]=[CH:18][C:5]([C:6]([NH:8][C:9]2[CH:17]=[CH:16][C:12]([C:13]([OH:15])=[O:14])=[CH:11][CH:10]=2)=[O:7])=[CH:4][C:3]=1[NH:20][S:21]([C:24]1[CH:29]=[CH:28][C:27]([Cl:30])=[C:26]([Cl:31])[CH:25]=1)(=[O:23])=[O:22].Cl[C:33]1C=C(S(Cl)(=O)=O)C=C[C:38]=1Cl>>[CH2:33]([O:14][C:13](=[O:15])[C:12]1[CH:11]=[CH:10][C:9]([NH:8][C:6](=[O:7])[C:5]2[CH:18]=[CH:19][C:2]([Cl:1])=[C:3]([NH:20][S:21]([C:24]3[CH:29]=[CH:28][C:27]([Cl:30])=[C:26]([Cl:31])[CH:25]=3)(=[O:22])=[O:23])[CH:4]=2)=[CH:17][CH:16]=1)[CH3:38]. Procedure: 4-[4-Chloro-3-(3,4-dichloro-benzenesulfonylamino)-benzoylamino]-benzoic acid, MS (ISP): m/e=499.0 (M−H), was prepared in analogy to example 21, steps A to D. Step C was performed using 3,4-dichloro-benzenesulfonyl chloride and yielded 4-[4-chloro-3-(3,4-dichloro-benzenesulfonylamino)-benzoylamino]-benzoic acid ethyl ester, which was hydrolyzed in step D.